Dataset: the Open Reaction Database (ORD), a public repository of structured organic reaction records. Task: describe an organic reaction: reactants, conditions, products, and yield The reactants are CC(C)=O, CCOCC, CC(=O)Oc1ccc(OC(CCCl)c2ccccc2)c(C)c1, [I-], [K+]. The product is CC(=O)Oc1ccc(OC(CCI)c2ccccc2)c(C)c1. As a reaction SMILES: [CH3:23][C:24](=[O:25])[CH3:26].[CH3:29][CH2:30][O:31][CH2:32][CH3:33].[Cl:1][CH2:2][CH2:3][CH:4]([O:5][c:6]1[c:7]([CH3:16])[cH:8][c:9]([O:12][C:13]([CH3:14])=[O:15])[cH:10][cH:11]1)[c:17]1[cH:18][cH:19][cH:20][cH:21][cH:22]1.[I-:28].[K+:27]>>[CH2:2]([CH2:3][CH:4]([O:5][c:6]1[c:7]([CH3:16])[cH:8][c:9]([O:12][C:13]([CH3:14])=[O:15])[cH:10][cH:11]1)[c:17]1[cH:18][cH:19][cH:20][cH:21][cH:22]1)[I:28]. Starting materials: CCOC(=O)C (EtOAc), ClC=1C=C2C=C(NC2=CC1)C(=O)NC1C(C2=CC=CC=C2C1)NCC#N (rac-5-Chloro-N-{1-[(cyanomethyl)amino]-2,3-dihydro-1H-inden-2-yl}-1H-indole-2-carboxamide), [N-]=[N+]=[N-].[Na+] (sodium azide), [Cl-].[NH4+] (ammonium chloride). Run in CC(=O)N(C)C (DMA). The product is ClC=1C=C2C=C(NC2=CC1)C(=O)N[C@H]1[C@@H](C2=CC=CC=C2C1)NCC1=NN=NN1 (5-Chloro-N-{(1R,2R)-1-[(1H-tetrazol-5-ylmethyl)amino]-2,3-dihydro-1H-inden-2-yl}-1H-indole-2-carboxamide). Isolated yield 17.2%. Reaction SMILES: [Cl:1][C:2]1[CH:3]=[C:4]2[C:8](=[CH:9][CH:10]=1)[NH:7][C:6]([C:11]([NH:13][CH:14]1[CH2:22][C:21]3[C:16](=[CH:17][CH:18]=[CH:19][CH:20]=3)[CH:15]1[NH:23][CH2:24][C:25]#[N:26])=[O:12])=[CH:5]2.[N-:27]=[N+:28]=[N-:29].[Na+].[Cl-].[NH4+].CCOC(C)=O>CC(N(C)C)=O>[Cl:1][C:2]1[CH:3]=[C:4]2[C:8](=[CH:9][CH:10]=1)[NH:7][C:6]([C:11]([NH:13][C@@H:14]1[CH2:22][C:21]3[C:16](=[CH:17][CH:18]=[CH:19][CH:20]=3)[C@H:15]1[NH:23][CH2:24][C:25]1[NH:29][N:28]=[N:27][N:26]=1)=[O:12])=[CH:5]2 |f:1.2,3.4|. Procedure details: 5-Chloro-N-{1-[(cyanomethyl)amino]-2,3-dihydro-1H-inden-2-yl}-1H-indole-2-carboxamide (Example 25; 182 mg, 0.5 mmol), sodium azide (195 mg, 3.0 mmol) and ammonium chloride (163 mg, 3.05 mmol) in DMA (5 mL) were heated in a microwave at 180° C. for 1 min. EtOAc (50 mL) was added and the mixture washed with water (6×10 mL), brine (25 mL), dried (MgSO4) and the volatiles removed by evaporation under reduced pressure. The desired component was isolated by preparative HPLC (CH3CN:water) to give the t... Reaction SMILES: [Br:1][CH2:2][CH:3]1[CH2:4][O:5][c:6]2[c:7]([cH:9][cH:10][cH:11][cH:12]2)[O:8]1.[CH2:13]([CH3:14])[O:15][C:16]([CH2:17][CH:18]1[CH2:19][NH:20][CH2:21][CH2:22][CH2:23]1)=[O:24].[CH3:32][C:33]#[N:34].[K+:25].[K+:26].[O-:27][C:28]([O-:29])=[O:30].[OH2:31]>>[CH2:2]([CH:3]1[CH2:4][O:5][c:6]2[c:7]([cH:9][cH:10][cH:11][cH:12]2)[O:8]1)[N:20]1[CH2:19][CH:18]([CH2:17][C:16]([O:15][CH2:13][CH3:14])=[O:24])[CH2:23][CH2:22][CH2:21]1. Yields the product CCOC(=O)CC1CCCN(CC2COc3ccccc3O2)C1. Reactants: BrCC1COc2ccccc2O1, CCOC(=O)CC1CCCNC1, CC#N, [K+], [K+], O=C([O-])[O-], O. Starting materials: Br, CCCCN, CO, Nc1cc(CBr)cc(S(N)(=O)=O)c1Cc1ccccc1, O. The product is CCCCNCc1cc(N)c(Cc2ccccc2)c(S(N)(=O)=O)c1. Reaction SMILES: [BrH:1].[CH2:22]([CH2:23][CH2:24][CH3:25])[NH2:26].[CH3:27][OH:28].[NH2:2][c:3]1[cH:4][c:5]([CH2:6][Br:7])[cH:8][c:9]([S:18]([NH2:19])(=[O:20])=[O:21])[c:10]1[CH2:11][c:12]1[cH:13][cH:14][cH:15][cH:16][cH:17]1.[OH2:29]>>[NH2:2][c:3]1[cH:4][c:5]([CH2:6][NH:26][CH2:22][CH2:23][CH2:24][CH3:25])[cH:8][c:9]([S:18]([NH2:19])(=[O:20])=[O:21])[c:10]1[CH2:11][c:12]1[cH:13][cH:14][cH:15][cH:16][cH:17]1.